Dataset: the Open Reaction Database (ORD), a public repository of structured organic reaction records. Task: describe an organic reaction: reactants, conditions, products, and yield The reactants are CC(C)(C)[Si](C)(C)Cl, CC(C)(CO)c1ccccc1F, CN(C)C=O, c1c[nH]cn1. Yields the product CC(C)(CO[Si](C)(C)C(C)(C)C)c1ccccc1F. Reaction SMILES: [C:1]([CH3:2])([CH3:3])([CH3:4])[Si:5]([CH3:6])([CH3:7])[Cl:8].[F:9][c:10]1[c:11]([C:16]([CH2:17][OH:18])([CH3:19])[CH3:20])[cH:12][cH:13][cH:14][cH:15]1.[O:26]=[CH:27][N:28]([CH3:29])[CH3:30].[nH:21]1[cH:22][cH:23][n:24][cH:25]1>>[C:1]([CH3:2])([CH3:3])([CH3:4])[Si:5]([CH3:6])([CH3:7])[O:18][CH2:17][C:16]([c:11]1[c:10]([F:9])[cH:15][cH:14][cH:13][cH:12]1)([CH3:19])[CH3:20]. Starting materials: CC(C)(C)OC(=O)NC1CC(O)CN(C(=O)OCc2ccccc2)C1, CCOC(C)=O, ClCCl. Product: CC(C)(C)OC(=O)NC1CC(=O)CN(C(=O)OCc2ccccc2)C1. RXN SMILES: [C:1]([CH3:2])([CH3:3])([CH3:4])[O:5][C:6](=[O:7])[NH:8][CH:9]1[CH2:10][N:11]([C:16](=[O:17])[O:18][CH2:19][c:20]2[cH:21][cH:22][cH:23][cH:24][cH:25]2)[CH2:12][CH:13]([OH:15])[CH2:14]1.[CH3:29][CH2:30][O:31][C:32](=[O:33])[CH3:34].[Cl:26][CH2:27][Cl:28]>>[C:1]([CH3:2])([CH3:3])([CH3:4])[O:5][C:6](=[O:7])[NH:8][CH:9]1[CH2:10][N:11]([C:16](=[O:17])[O:18][CH2:19][c:20]2[cH:21][cH:22][cH:23][cH:24][cH:25]2)[CH2:12][C:13](=[O:15])[CH2:14]1. Starting materials: CCCCCc1c(-c2ccccc2)n(C)c2ccc(Br)cc12, COc1ccc(B(O)O)cc1, ClCCl, [K+], [K+], O=C([O-])[O-], C1COCCO1. Yields the product CCCCCc1c(-c2ccccc2)n(C)c2ccc(-c3ccc(OC)cc3)cc12. RXN SMILES: [Br:1][c:2]1[cH:3][c:4]2[c:5]([CH2:18][CH2:19][CH2:20][CH2:21][CH3:22])[c:6](-[c:12]3[cH:13][cH:14][cH:15][cH:16][cH:17]3)[n:7]([CH3:11])[c:8]2[cH:9][cH:10]1.[CH3:29][O:30][c:31]1[cH:32][cH:33][c:34]([B:37]([OH:38])[OH:39])[cH:35][cH:36]1.[Cl:40][CH2:41][Cl:42].[K+:23].[K+:24].[O-:25][C:26]([O-:27])=[O:28].[O:43]1[CH2:44][CH2:45][O:46][CH2:47][CH2:48]1>>[c:2]1(-[c:34]2[cH:33][cH:32][c:31]([O:30][CH3:29])[cH:36][cH:35]2)[cH:3][c:4]2[c:5]([CH2:18][CH2:19][CH2:20][CH2:21][CH3:22])[c:6](-[c:12]3[cH:13][cH:14][cH:15][cH:16][cH:17]3)[n:7]([CH3:11])[c:8]2[cH:9][cH:10]1. Starting materials: NC1=NC(=NC=C1C(=O)C1=C(C=CC(=C1)F)OC)NC1CCN(CC1)S(=O)(=O)CCCCl ([4-Amino-2-[1-(3-chloro-propane-1-sulfonyl)-piperidin-4-ylamino]-pyrimidin-5-yl]-(5-fluoro-2-methoxy-phenyl)-methanone), NC(CO)(C)C (2-amino-2-methyl-1-propanol). Product: NC1=NC(=NC=C1C(=O)C1=C(C=CC(=C1)F)OC)NC1CCN(CC1)S(=O)(=O)CCCNC(CO)(C)C ((4-Amino-2-[1-[3-(2-hydroxy-1,1-dimethyl-ethylamino)-propane-1-sulfonyl]-piperidin-4-ylamino]-pyrimidin-5-yl)-(5-fluoro-2-methoxy-phenyl)-methanone). Reaction SMILES: [NH2:1][C:2]1[C:7]([C:8]([C:10]2[CH:15]=[C:14]([F:16])[CH:13]=[CH:12][C:11]=2[O:17][CH3:18])=[O:9])=[CH:6][N:5]=[C:4]([NH:19][CH:20]2[CH2:25][CH2:24][N:23]([S:26]([CH2:29][CH2:30][CH2:31]Cl)(=[O:28])=[O:27])[CH2:22][CH2:21]2)[N:3]=1.[NH2:33][C:34]([CH3:38])([CH3:37])[CH2:35][OH:36]>>[NH2:1][C:2]1[C:7]([C:8]([C:10]2[CH:15]=[C:14]([F:16])[CH:13]=[CH:12][C:11]=2[O:17][CH3:18])=[O:9])=[CH:6][N:5]=[C:4]([NH:19][CH:20]2[CH2:25][CH2:24][N:23]([S:26]([CH2:29][CH2:30][CH2:31][NH:33][C:34]([CH3:38])([CH3:37])[CH2:35][OH:36])(=[O:28])=[O:27])[CH2:22][CH2:21]2)[N:3]=1. Procedure: The compound was prepared from [4-amino-2-[1-(3-chloro-propane-1-sulfonyl)-piperidin-4-ylamino]-pyrimidin-5-yl]-(5-fluoro-2-methoxy-phenyl)-methanone (Example 242) and 2-amino-2-methyl-1-propanol (Aldrich) in an analogous manner as described in Example 227. HR-MS (ES, m/z) calculated for C24H36N6O5SF [(M+H)+] 539.2447, observed 539.2449. The reactants are OC=1C=C(C=CC1)C(CN)C(=O)OC(C)(C)C (2-(3-hydroxyphenyl)-(tert-butoxycarbonyl)ethylamine), C(=O)([O-])[O-].[K+].[K+] (K2CO3), BrCCCC (1-bromobutane). Solvent: CC(=O)C (acetone). The product is C(CCC)OC=1C=C(C=CC1)C(CN)C(=O)OC(C)(C)C (2-(3-Butoxyphenyl)-(tert-butoxycarbonyl)ethylamine). Reaction SMILES: [OH:1][C:2]1[CH:3]=[C:4]([CH:8]([C:11]([O:13][C:14]([CH3:17])([CH3:16])[CH3:15])=[O:12])[CH2:9][NH2:10])[CH:5]=[CH:6][CH:7]=1.C([O-])([O-])=O.[K+].[K+].Br[CH2:25][CH2:26][CH2:27][CH3:28]>CC(C)=O>[CH2:25]([O:1][C:2]1[CH:3]=[C:4]([CH:8]([C:11]([O:13][C:14]([CH3:17])([CH3:16])[CH3:15])=[O:12])[CH2:9][NH2:10])[CH:5]=[CH:6][CH:7]=1)[CH2:26][CH2:27][CH3:28] |f:1.2.3|. Reported procedure: To a solution in acetone (240 ml), of 2-(3-hydroxyphenyl)-(tert-butoxycarbonyl)ethylamine obtained in Step 1, K2CO3 (19.8 g) and 1-bromobutane (15 ml) were added. The suspension was refluxed for 3 days and the solvent was evaporated under reduced pressure. The residue was dissolved in H2O (200 ml) and extracted with CH2Cl2 (2×200 ml). The solvent was eliminated under reduced pressure and the residue was purified by flash chromatography (petroleum ether/EtOAc 85:15) affording 1 (11.3 g, 81% over ... Reactants: COC(=O)C1=CC=C2C(=C(N(C2=C1CN1C(N(C2=C1C=CC=C2)CCC(=O)OCC)=O)C)C)C (7-[3-(2-Ethoxycarbonyl-ethyl)-2-oxo-2,3-dihydro-benzoimidazol-1-ylmethyl]-1,2,3-trimethyl-1H-indole-6-carboxylic acid methyl ester), [Li+].[OH-] (LiOH). Run in O1CCOCC1 (1,4-dioxane), O (H2O). Run at time 5 hour. The product is COC(=O)C1=CC=C2C(=C(N(C2=C1CN1C(N(C2=C1C=CC=C2)CCC(=O)O)=O)C)C)C (7-[3-(2-Carboxy-ethyl)-2-oxo-2,3-dihydro-benzoimidazol-1-ylmethyl]-1,2,3-trimethyl-1H-indole-6-carboxylic acid methyl ester). The yield is 17.7%. RXN SMILES: [CH3:1][O:2][C:3]([C:5]1[C:13]([CH2:14][N:15]2[C:19]3[CH:20]=[CH:21][CH:22]=[CH:23][C:18]=3[N:17]([CH2:24][CH2:25][C:26]([O:28]CC)=[O:27])[C:16]2=[O:31])=[C:12]2[C:8]([C:9]([CH3:34])=[C:10]([CH3:33])[N:11]2[CH3:32])=[CH:7][CH:6]=1)=[O:4].[Li+].[OH-]>O1CCOCC1.O>[CH3:1][O:2][C:3]([C:5]1[C:13]([CH2:14][N:15]2[C:19]3[CH:20]=[CH:21][CH:22]=[CH:23][C:18]=3[N:17]([CH2:24][CH2:25][C:26]([OH:28])=[O:27])[C:16]2=[O:31])=[C:12]2[C:8]([C:9]([CH3:34])=[C:10]([CH3:33])[N:11]2[CH3:32])=[CH:7][CH:6]=1)=[O:4] |f:1.2|. Reported procedure: To a solution of 7-[3-(2-Ethoxycarbonyl-ethyl)-2-oxo-2,3-dihydro-benzoimidazol-1-ylmethyl]-1,2,3-trimethyl-1H-indole-6-carboxylic acid methyl ester (60 mg, 0.13 mmol) in 1,4-dioxane (5 mL) and H2O (2 mL) was added LiOH (6.4 mg). The solution was stirred at room temperature for 5 hours. The solution was concentrated and the residue was purified by CombiFlash with 10% MeOH in CH2Cl2 as the eluent to afford the desirable product 7-[3-(2-Carboxy-ethyl)-2-oxo-2,3-dihydro-benzoimidazol-1-ylmethyl]-1,2...